From a dataset of the Open Reaction Database (ORD), a public repository of structured organic reaction records. describe an organic reaction: reactants, conditions, products, and yield Procedure: A 1.0 g portion of 1-[2-(4-cyano-3-trifluoromethylanilino)-1,1-dimethylethyl]-3-(4-fluorophenyl)urea synthesized in Reference Example 9-1 was dissolved in 10 ml of acetic acid, and the solution was mixed with 0.4 ml of formalin and heated at 50° C. for 2 hours. The solvent was evaporated, the resulting residue was purified by a silica gel column chromatography, and the compound obtained from chloroform-methanol (30:1, v/v) eluate was washed with diisopropyl ether to obtain 751 mg of the title co... The product is C(#N)C1=C(C=C(C=C1)N1CN(C(C1)(C)C)C(=O)NC1=CC=C(C=C1)F)C(F)(F)F (3-(4-Cyano-3-trifluoromethylphenyl)-N-(4-fluorophenyl)-5,5-dimethyl-1-imidazolidinecarboxamide). The solvent is C(C)(=O)O (acetic acid). Starting materials: C(#N)C1=C(C=C(NCC(C)(C)NC(=O)NC2=CC=C(C=C2)F)C=C1)C(F)(F)F (1-[2-(4-cyano-3-trifluoromethylanilino)-1,1-dimethylethyl]-3-(4-fluorophenyl)urea), C=O (formalin). Run at temperature 50 celsius. As a reaction SMILES: [C:1]([C:3]1[CH:24]=[CH:23][C:6]([NH:7][CH2:8][C:9]([NH:12][C:13]([NH:15][C:16]2[CH:21]=[CH:20][C:19]([F:22])=[CH:18][CH:17]=2)=[O:14])([CH3:11])[CH3:10])=[CH:5][C:4]=1[C:25]([F:28])([F:27])[F:26])#[N:2].[CH2:29]=O>C(O)(=O)C>[C:1]([C:3]1[CH:24]=[CH:23][C:6]([N:7]2[CH2:8][C:9]([CH3:11])([CH3:10])[N:12]([C:13]([NH:15][C:16]3[CH:21]=[CH:20][C:19]([F:22])=[CH:18][CH:17]=3)=[O:14])[CH2:29]2)=[CH:5][C:4]=1[C:25]([F:26])([F:27])[F:28])#[N:2]. Starting materials: CN1CCCC1=O, NCC1CN(Cc2ccc(Cl)c(Cl)c2)CCO1, O=C(O)Cc1ccccc1. Product: O=C(Cc1ccccc1)NCC1CN(Cc2ccc(Cl)c(Cl)c2)CCO1. RXN SMILES: [CH3:28][N:29]1[CH2:30][CH2:31][CH2:32][C:33]1=[O:34].[Cl:1][c:2]1[cH:3][c:4]([CH2:5][N:6]2[CH2:7][CH:8]([CH2:12][NH2:13])[O:9][CH2:10][CH2:11]2)[cH:14][cH:15][c:16]1[Cl:17].[OH:18][C:19](=[O:20])[CH2:21][c:22]1[cH:23][cH:24][cH:25][cH:26][cH:27]1>>[Cl:1][c:2]1[cH:3][c:4]([CH2:5][N:6]2[CH2:7][CH:8]([CH2:12][NH:13][C:19](=[O:18])[CH2:21][c:22]3[cH:23][cH:24][cH:25][cH:26][cH:27]3)[O:9][CH2:10][CH2:11]2)[cH:14][cH:15][c:16]1[Cl:17]. Reactants: COc1ccc2c(c1)CCN(c1ccccc1)C2C12CC3CC(CC(C3)C1)C2, CO, ClCCl, ClCCl. Product: Oc1ccc2c(c1)CCN(c1ccccc1)C2C12CC3CC(CC(C3)C1)C2. As a reaction SMILES: [C:1]12([CH:11]3[N:12]([c:23]4[cH:24][cH:25][cH:26][cH:27][cH:28]4)[CH2:13][CH2:14][c:15]4[cH:16][c:17]([O:21][CH3:22])[cH:18][cH:19][c:20]43)[CH2:2][CH:3]3[CH2:4][CH:5]([CH2:6][CH:7]([CH2:8]1)[CH2:9]3)[CH2:10]2.[CH3:32][OH:33].[Cl:29][CH2:30][Cl:31].[Cl:34][CH2:35][Cl:36]>>[C:1]12([CH:11]3[N:12]([c:23]4[cH:24][cH:25][cH:26][cH:27][cH:28]4)[CH2:13][CH2:14][c:15]4[cH:16][c:17]([OH:21])[cH:18][cH:19][c:20]43)[CH2:2][CH:3]3[CH2:4][CH:5]([CH2:6][CH:7]([CH2:8]1)[CH2:9]3)[CH2:10]2. Starting materials: I.CSC(NC1=C(C=CC(=C1)Cl)N1CCOCC1)=NCCCC (2-methyl-1-(5-chloro-2-morpholinophenyl)-3-(n-butyl)-2-thiopseudourea hydroiodide), ethanolic solution, CN (methylamine). Product: CNC(=NC1=C(C=CC(=C1)Cl)N1CCOCC1)NC (1,3-dimethyl-2-(5-chloro-2-morpholinophenyl)guanidine). Reaction SMILES: I.CS[C:4](=[N:19][CH2:20]CCC)[NH:5][C:6]1[CH:11]=[C:10]([Cl:12])[CH:9]=[CH:8][C:7]=1[N:13]1[CH2:18][CH2:17][O:16][CH2:15][CH2:14]1.[CH3:24][NH2:25]>>[CH3:24][NH:25][C:4]([NH:19][CH3:20])=[N:5][C:6]1[CH:11]=[C:10]([Cl:12])[CH:9]=[CH:8][C:7]=1[N:13]1[CH2:14][CH2:15][O:16][CH2:17][CH2:18]1 |f:0.1|. Procedure details: A mixture of 2-methyl-1-(5-chloro-2-morpholinophenyl)-3-(n-butyl)-2-thiopseudourea hydroiodide (3.4 g) and a 33% ethanolic solution of methylamine (10 ml) were stored at ambient temperature in a sealed container for 8 months to yield 1,3-dimethyl-2-(5-chloro-2-morpholinophenyl)guanidine (m.p. 145°-146° C.) which was recrystallised from hexane. In this reaction the butylamino and the methylthio group of the starting material are replaced by a methylamino group. The reactants are C(C)OC(=O)C=1C=2N=CC=NC2C(=CC1)C1=C(C(=CC(=C1F)OC)OC)Cl (8-(2-chloro-6-fluoro-3,5-dimethoxy-phenyl)-quinoxaline-5-carboxylic acid ethyl ester), NC1=CC=C(C=N1)CN(CC(=O)N(C)C)C (2-[(6-amino-pyridin-3-ylmethyl)-methyl-amino]-N,N-dimethyl-acetamide). The product is CN(C(=O)CN(C)CC=1C=CC(=NC1)NC(=O)C=1C=2N=CC=NC2C(=CC1)C1=C(C(=CC(=C1F)OC)OC)Cl)C (8-(2-Chloro-6-fluoro-3,5-dimethoxy-phenyl)-quinoxaline-5-carboxylic acid {5-[(dimethylcarbamoylmethyl-methyl-amino)-methyl]-pyridin-2-yl}-amide). As a reaction SMILES: C(O[C:4]([C:6]1[C:7]2[N:8]=[CH:9][CH:10]=[N:11][C:12]=2[C:13]([C:16]2[C:21]([F:22])=[C:20]([O:23][CH3:24])[CH:19]=[C:18]([O:25][CH3:26])[C:17]=2[Cl:27])=[CH:14][CH:15]=1)=[O:5])C.[NH2:28][C:29]1[N:34]=[CH:33][C:32]([CH2:35][N:36]([CH3:43])[CH2:37][C:38]([N:40]([CH3:42])[CH3:41])=[O:39])=[CH:31][CH:30]=1>C(Cl)Cl.CO>[CH3:41][N:40]([CH3:42])[C:38]([CH2:37][N:36]([CH2:35][C:32]1[CH:31]=[CH:30][C:29]([NH:28][C:4]([C:6]2[C:7]3[N:8]=[CH:9][CH:10]=[N:11][C:12]=3[C:13]([C:16]3[C:21]([F:22])=[C:20]([O:23][CH3:24])[CH:19]=[C:18]([O:25][CH3:26])[C:17]=3[Cl:27])=[CH:14][CH:15]=2)=[O:5])=[N:34][CH:33]=1)[CH3:43])=[O:39] |f:2.3|. Reported procedure: The title compound was prepared in analogy to the procedure described in Step 14.1 but using 8-(2-chloro-6-fluoro-3,5-dimethoxy-phenyl)-quinoxaline-5-carboxylic acid ethyl ester (Step 144.1), 2-[(6-amino-pyridin-3-ylmethyl)-methyl-amino]-N,N-dimethyl-acetamide (Step 119.1), stirring the reaction mixture for 72 h at rt. The title compound: ESI-MS: 583.0 [M+H]+; tR=4.02 min (System 1); TLC: Rf=0.36 (DCM/MeOH, 9:1). Conditions: time 72 hour. Solvent: C(Cl)Cl.CO (DCM MeOH).